Dataset: the Open Reaction Database (ORD), a public repository of structured organic reaction records. Task: describe an organic reaction: reactants, conditions, products, and yield The reactants are IC=1SC2=C(N1)C=CC(=C2)OC (2-iodo-6-methoxybenzo[d]thiazole), C(#C)C1=CC(=C(NC)C=C1)[N+](=O)[O-] (4-ethynyl-N-methyl-2-nitroaniline), TEA. Reagents/catalysts: [Cu]I (CuI). The solvent is C(C)#N (ACN). Product: COC1=CC2=C(N=C(S2)C#CC2=CC(=C(NC)C=C2)[N+](=O)[O-])C=C1 (4-((6-methoxybenzo[d]thiazol-2-yl)ethynyl)-N-methyl-2-nitroaniline). As a reaction SMILES: I[C:2]1[S:3][C:4]2[CH:10]=[C:9]([O:11][CH3:12])[CH:8]=[CH:7][C:5]=2[N:6]=1.[C:13]([C:15]1[CH:22]=[CH:21][C:18]([NH:19][CH3:20])=[C:17]([N+:23]([O-:25])=[O:24])[CH:16]=1)#[CH:14]>C(#N)C.[Cu]I>[CH3:12][O:11][C:9]1[CH:8]=[CH:7][C:5]2[N:6]=[C:2]([C:14]#[C:13][C:15]3[CH:22]=[CH:21][C:18]([NH:19][CH3:20])=[C:17]([N+:23]([O-:25])=[O:24])[CH:16]=3)[S:3][C:4]=2[CH:10]=1. Procedure details: A 5 mL microwave tube is charged with 2 (1 equiv), 4-ethynyl-N-methyl-2-nitroaniline (1 equiv) [Pd(PPh3)4] (0.05 equiv), CuI (0.05 equiv) and TEA (5 equiv) in ACN (5 vol). The suspension is irradiated in a Biotage Emrys Optimizer microwave reactor (250 W) at 100° C. for 5 min. After cooling to room temperature, the solvent is evaporated in vacuo. The residue is purified over silica gel using Hexanes:DCM (0-100%) as the eluent to afford the coupling product. Starting materials: NC1=NC(=CC(=N1)C1=CC=C2C(=NNC2=C1)NC(C)=O)N1CCOCC1 (N-{6-[2-amino-6-(4-morpholinyl)-4-pyrimidinyl]-1H-indazol-3-yl}acetamide), Cl (HCl). Run in CO (CH3OH). Reaction conditions: temperature 60 celsius, time 4 hour. Product: Cl (HCl), NC1=NC(=CC(=N1)C1=CC=C2C(=NNC2=C1)N)N1CCOCC1 (6-[2-Amino-6-(4-morpholinyl)-4-pyrimidinyl]-1H-indazol-3-amine). Isolated yield 92.7%. RXN SMILES: [NH2:1][C:2]1[N:7]=[C:6]([C:8]2[CH:16]=[C:15]3[C:11]([C:12]([NH:17]C(=O)C)=[N:13][NH:14]3)=[CH:10][CH:9]=2)[CH:5]=[C:4]([N:21]2[CH2:26][CH2:25][O:24][CH2:23][CH2:22]2)[N:3]=1.[ClH:27]>CO>[ClH:27].[NH2:1][C:2]1[N:7]=[C:6]([C:8]2[CH:16]=[C:15]3[C:11]([C:12]([NH2:17])=[N:13][NH:14]3)=[CH:10][CH:9]=2)[CH:5]=[C:4]([N:21]2[CH2:22][CH2:23][O:24][CH2:25][CH2:26]2)[N:3]=1. Procedure: In a 100 mL flask under argon was dissolved N-{6-[2-amino-6-(4-morpholinyl)-4-pyrimidinyl]-1H-indazol-3-yl}acetamide (0.15 g, 0.26 mmol) in CH3OH (10 mL). HCl (0.69 mL, 8.3 mmol, 12 M) was added and the reaction mixture was stirred at 60° C. for 4 hours. The mixture was cooled to room temperature and filtered. The solid was washed with hexanes to afford a HCl salt of the title compound (75 mg) as a light yellow solid. LC-MS (ES) m/z=312 [M+H]+. 1H NMR (400 MHz, DMSO-d6): δ 3.73 (m, 4H), 3.89 (m,... Reactants: C(C)(=O)C=1C=CC(=C(C1)S(=O)(=O)N)Cl (5-acetyl 2-chlorobenzenesulfonamide), COC(N(C)C)OC (N,N-dimethylformamide dimethyl acetal). Run at temperature -10 celsius. Yields the product ClC1=C(C=C(C=C1)C(C=CN(C)C)=O)S(=O)(=O)N=CN(C)C (N'-[[2-chloro-5-[3-(dimethylamino)-1-oxo-2-propenyl]-phenyl]sulfonyl]-N,N-dimethylmethanimidamide). RXN SMILES: [C:1]([C:4]1[CH:5]=[CH:6][C:7]([Cl:14])=[C:8]([S:10]([NH2:13])(=[O:12])=[O:11])[CH:9]=1)(=[O:3])[CH3:2].CO[CH:17](OC)[N:18]([CH3:20])[CH3:19]>>[Cl:14][C:7]1[CH:6]=[CH:5][C:4]([C:1](=[O:3])[CH:2]=[CH:17][N:18]([CH3:20])[CH3:19])=[CH:9][C:8]=1[S:10]([N:13]=[CH:17][N:18]([CH3:20])[CH3:19])(=[O:12])=[O:11]. Reported procedure: A mixture of 7.8 g (0.033 moles) of 5-acetyl 2-chlorobenzenesulfonamide [Chem. Abst., 63, 5563a (1965)] and 50 ml of N,N-dimethylformamide dimethyl acetal was refluxed for 5 hours, then cooled at -10° C. The precipitate formed was collected, washed with 50 ml of ether and air dried. The solid was boiled up in 400 ml of ethanol, treated with activated charcoal and filtered. The filtrate was cooled at -10° C. and filtered to collect an orange-red precipitate. The solid was washed with 50 ml of eth... Reactants: B, C1CCOC1, CSC, CNC(=O)CC(c1ccccc1)c1c[nH]c2ccccc12. The product is CNCCC(c1ccccc1)c1c[nH]c2ccccc12. RXN SMILES: [BH3:25].[CH2:26]1[O:27][CH2:28][CH2:29][CH2:30]1.[CH3:22][S:23][CH3:24].[nH:1]1[cH:2][c:3]([CH:10]([CH2:11][C:12](=[O:13])[NH:14][CH3:15])[c:16]2[cH:17][cH:18][cH:19][cH:20][cH:21]2)[c:4]2[cH:5][cH:6][cH:7][cH:8][c:9]12>>[nH:1]1[cH:2][c:3]([CH:10]([CH2:11][CH2:12][NH:14][CH3:15])[c:16]2[cH:17][cH:18][cH:19][cH:20][cH:21]2)[c:4]2[cH:5][cH:6][cH:7][cH:8][c:9]12. Reactants: CCC1(c2c[nH]c3c([N+](=O)[O-])cccc23)CCc2cc(F)ccc21, C[O-], CN(C)C=O, CI, [Na+]. The product is CCC1(c2cn(C)c3c([N+](=O)[O-])cccc23)CCc2cc(F)ccc21. RXN SMILES: [CH2:1]([CH3:2])[C:3]1([c:13]2[cH:14][nH:15][c:16]3[c:17]([N+:22](=[O:23])[O-:24])[cH:18][cH:19][cH:20][c:21]23)[CH2:4][CH2:5][c:6]2[cH:7][c:8]([F:12])[cH:9][cH:10][c:11]21.[CH3:25][O-:26].[CH3:30][N:31]([CH3:32])[CH:33]=[O:34].[I:28][CH3:29].[Na+:27]>>[CH2:1]([CH3:2])[C:3]1([c:13]2[cH:14][n:15]([CH3:25])[c:16]3[c:17]([N+:22](=[O:23])[O-:24])[cH:18][cH:19][cH:20][c:21]23)[CH2:4][CH2:5][c:6]2[cH:7][c:8]([F:12])[cH:9][cH:10][c:11]21. Starting materials: CCOP(=O)(OCC)c1ccc(C=O)o1, CC(=O)[O-], CCO, NO, [Na+]. The product is CCOP(=O)(OCC)c1ccc(C=NO)o1. Reaction SMILES: [CH2:1]([CH3:2])[O:3][P:4](=[O:5])([O:6][CH2:7][CH3:8])[c:9]1[cH:10][cH:11][c:12]([CH:14]=[O:15])[o:13]1.[CH3:19][C:20](=[O:21])[O-:22].[CH3:23][CH2:24][OH:25].[NH2:16][OH:17].[Na+:18]>>[CH2:1]([CH3:2])[O:3][P:4](=[O:5])([O:6][CH2:7][CH3:8])[c:9]1[cH:10][cH:11][c:12]([CH:14]=[N:16][OH:17])[o:13]1. The reactants are C(CCC)OC(=O)C=1N=C(C2=CC=CC=C2C1OCC1=CC=CC=C1)OC (4-benzyloxy-1-methoxy-isoquinoline-3-carboxylic acid butyl ester). The reagents and catalysts are [Pd] (Pd/C). Run in CCOC(=O)C (EtOAc). Reaction conditions: time 16 hour. Product: C(CCC)OC(=O)C=1N=C(C2=CC=CC=C2C1O)OC (4-Hydroxy-1-methoxy-isoquinoline-3-carboxylic acid butyl ester). The yield is 92.8%. RXN SMILES: [CH2:1]([O:5][C:6]([C:8]1[N:9]=[C:10]([O:26][CH3:27])[C:11]2[C:16]([C:17]=1[O:18]CC1C=CC=CC=1)=[CH:15][CH:14]=[CH:13][CH:12]=2)=[O:7])[CH2:2][CH2:3][CH3:4]>[Pd].CCOC(C)=O>[CH2:1]([O:5][C:6]([C:8]1[N:9]=[C:10]([O:26][CH3:27])[C:11]2[C:16]([C:17]=1[OH:18])=[CH:15][CH:14]=[CH:13][CH:12]=2)=[O:7])[CH2:2][CH2:3][CH3:4]. Procedure details: A mixture of 4-benzyloxy-1-methoxy-isoquinoline-3-carboxylic acid butyl ester (164 mg, 0.45 mmol), Pd/C (50 mg, 10 wt % Pd) and EtOAc (15 ml) was stirred under a H2-atmosphere at ambient pressure and temperature for 16 h. Then the mixture was filtered through a pad of celite. Celite and filter cake were washed thoroughly with EtOAc and the combined organic phases were concentrated in vacuo to give the title compound as a white solid (115 mg); 1H NMR (CDCl3): δ=11.48 (s, 1H), 8.27 to 8.32 (m, 1H)...